This data is from the Open Reaction Database (ORD), a public repository of structured organic reaction records. The task is: describe an organic reaction: reactants, conditions, products, and yield Reactants: CC1(C(O)CNCc2ccccc2)OCCO1, O=C(Cl)CCl, [Na+], C1CCOC1, [OH-], O. The product is CC1(C(O)CN(Cc2ccccc2)C(=O)CCl)OCCO1. Reaction SMILES: [CH2:1]([c:2]1[cH:3][cH:4][cH:5][cH:6][cH:7]1)[NH:8][CH2:9][CH:10]([OH:11])[C:12]1([CH3:17])[O:13][CH2:14][CH2:15][O:16]1.[Cl:18][CH2:19][C:20](=[O:21])[Cl:22].[Na+:24].[O:25]1[CH2:26][CH2:27][CH2:28][CH2:29]1.[OH-:23].[OH2:30]>>[CH2:1]([c:2]1[cH:3][cH:4][cH:5][cH:6][cH:7]1)[N:8]([CH2:9][CH:10]([OH:11])[C:12]1([CH3:17])[O:13][CH2:14][CH2:15][O:16]1)[C:20]([CH2:19][Cl:18])=[O:21].